From a dataset of the Open Reaction Database (ORD), a public repository of structured organic reaction records. describe an organic reaction: reactants, conditions, products, and yield Starting materials: [Li]C, COC(=O)c1cc(-c2ccccc2)nc2ccccc12. Yields the product CC(=O)c1cc(-c2ccccc2)nc2ccccc12. Reaction SMILES: [CH3:21][Li:22].[c:1]1(-[c:7]2[n:8][c:9]3[cH:10][cH:11][cH:12][cH:13][c:14]3[c:15]([C:17]([O:19][CH3:18])=[O:20])[cH:16]2)[cH:2][cH:3][cH:4][cH:5][cH:6]1>>[c:1]1(-[c:7]2[n:8][c:9]3[cH:10][cH:11][cH:12][cH:13][c:14]3[c:15]([C:17](=[O:19])[CH3:21])[cH:16]2)[cH:2][cH:3][cH:4][cH:5][cH:6]1. Starting materials: CCCN(CCC)CCN, COCCOC, [O-][n+]1nc(Cl)nc2ccc3c(c21)CCC3. The product is CCCN(CCC)CCNc1nc2ccc3c(c2[n+]([O-])n1)CCC3. RXN SMILES: [CH2:1]([CH2:2][CH3:3])[N:4]([CH2:5][CH2:6][NH2:7])[CH2:8][CH2:9][CH3:10].[CH3:26][O:27][CH2:28][CH2:29][O:30][CH3:31].[Cl:11][c:12]1[n:13][n+:14]([O-:25])[c:15]2[c:16]([n:17]1)[cH:18][cH:19][c:20]1[c:24]2[CH2:23][CH2:22][CH2:21]1>>[CH2:1]([CH2:2][CH3:3])[N:4]([CH2:5][CH2:6][NH:7][c:12]1[n:13][n+:14]([O-:25])[c:15]2[c:16]([n:17]1)[cH:18][cH:19][c:20]1[c:24]2[CH2:23][CH2:22][CH2:21]1)[CH2:8][CH2:9][CH3:10]. Reactants: O1CCC(CC1)=O (Tetrahydro-4H-pyran-4-one), Cl.CC=1C=CC2=C(N(C(N2)=O)C2CCNCC2)C1 (6-Methyl-1-(4-piperidinyl)-1,3-dihydro-2H-benzimidazol-2-one hydrochloride salt), [C-]#N.[K+] (KCN). Solvent: O (water). Reaction conditions: time 10 minute. Product: CC=1C=CC2=C(N(C(N2)=O)C2CCN(CC2)C2(CCOCC2)C#N)C1 (4-[4-(6-Methyl-2-oxo-2,3-dihydro-1H-benzimidazol-1-yl)-1-piperidinyl]tetrahydro-2H-pyran-4-carbonitrile). Yield: 63.0%. As a reaction SMILES: Cl.[CH3:2][C:3]1[CH:4]=[CH:5][C:6]2[NH:10][C:9](=[O:11])[N:8]([CH:12]3[CH2:17][CH2:16][NH:15][CH2:14][CH2:13]3)[C:7]=2[CH:18]=1.[O:19]1[CH2:24][CH2:23][C:22](=O)[CH2:21][CH2:20]1.[C-:26]#[N:27].[K+]>O>[CH3:2][C:3]1[CH:4]=[CH:5][C:6]2[NH:10][C:9](=[O:11])[N:8]([CH:12]3[CH2:17][CH2:16][N:15]([C:22]4([C:26]#[N:27])[CH2:23][CH2:24][O:19][CH2:20][CH2:21]4)[CH2:14][CH2:13]3)[C:7]=2[CH:18]=1 |f:0.1,3.4|. Reported procedure: 6-Methyl-1-(4-piperidinyl)-1,3-dihydro-2H-benzimidazol-2-one hydrochloride salt (D14b, 1 g, 3.74 mmol) was dissolved in water (20 ml) and the pH of the solution was adjusted between 3 and 4. Tetrahydro-4H-pyran-4-one (0.455 g, 4.55 mmol) was added and the mixture stirred at room temperature for 10 minutes, then KCN (0.365 g, 5.61 mmol) was added and the solution was stirred at room temperature for 24 h. A white solid was collected by filtration, washed with cold water and dried in the oven (mixt... Starting materials: C(CC(=O)C)(=O)[O-] (acetoacetate), N\C(=C/C(=O)[O-])\C (3-aminocrotonate), [N+](=O)([O-])C1=C(C=O)C=CC=C1 (2-nitrobenzaldehyde). Solvent: C(C)(C)O (isopropyl alcohol). Yields the product CC=1NC(=C(C(C1C(=O)O)C1=C(C=CC=C1)[N+](=O)[O-])C(=O)O)C (2,6-dimethyl-4-(2-nitrophenyl)-1,4-dihydropyridine-3,5-dicarboxylic acid). The yield is 66.7%. Reaction SMILES: [C:1]([O-:7])(=[O:6])[CH2:2][C:3]([CH3:5])=O.[NH2:8]/[C:9](/[CH3:14])=[CH:10]\[C:11]([O-:13])=[O:12].[N+:15]([C:18]1[CH:25]=[CH:24][CH:23]=[CH:22][C:19]=1[CH:20]=O)([O-:17])=[O:16]>C(O)(C)C>[CH3:5][C:3]1[NH:8][C:9]([CH3:14])=[C:10]([C:11]([OH:13])=[O:12])[CH:20]([C:19]2[CH:22]=[CH:23][CH:24]=[CH:25][C:18]=2[N+:15]([O-:17])=[O:16])[C:2]=1[C:1]([OH:7])=[O:6]. Procedure details: In 30 ml of isopropyl alcohol was dissolved 1 g of 2-nitratoethyl acetoacetate, 1.1 g of 3-nitratopropyl 3-aminocrotonate and 0.79 g of 2-nitrobenzaldehyde. The solution was treated in the manner described in Example 1 to obtain a residue, which was then subjected to column chromatography on silica gel (eluted with n-hexane-acetone=5:2) and recrystallized from ether to obtain 1.11 g of 2,6-dimethyl-4-(2-nitrophenyl)-1,4-dihydropyridine-3,5-dicarboxylic acid 3-(2-nitratoethyl) ester-5-(3-nitratop... Starting materials: BrC1=CC=C(CN2C(=NC3=C2C=C(C=C3)OCC3=NN(C=C3)C)[C@@H]3[C@@H](CCCC3)C(=O)O)C=C1 (racemic cis-2-(1-(4-bromobenzyl)-6-((1-methyl-1H-pyrazol-3-yl)methoxy)-1H-benzo[d]imidazol-2-yl)cyclohexanecarboxylic acid), FC1(CNC1)F (3,3-difluoroazetidine). Product: FC1(CN(C1)C1=CC=C(CN2C(=NC3=C2C=C(C=C3)OCC3=NN(C=C3)C)[C@@H]3[C@@H](CCCC3)C(=O)O)C=C1)F (racemic cis-2-{1-[4-(3,3-Difluoroazetidin-1-yl)benzyl]-6-[(1-methyl-1H-pyrazol-3-yl)methoxy]-1H-benzimidazol-2-yl}cyclohexanecarboxylic acid). As a reaction SMILES: Br[C:2]1[CH:34]=[CH:33][C:5]([CH2:6][N:7]2[C:11]3[CH:12]=[C:13]([O:16][CH2:17][C:18]4[CH:22]=[CH:21][N:20]([CH3:23])[N:19]=4)[CH:14]=[CH:15][C:10]=3[N:9]=[C:8]2[C@H:24]2[CH2:29][CH2:28][CH2:27][CH2:26][C@H:25]2[C:30]([OH:32])=[O:31])=[CH:4][CH:3]=1.[F:35][C:36]1([F:40])[CH2:39][NH:38][CH2:37]1>>[F:35][C:36]1([F:40])[CH2:39][N:38]([C:2]2[CH:34]=[CH:33][C:5]([CH2:6][N:7]3[C:11]4[CH:12]=[C:13]([O:16][CH2:17][C:18]5[CH:22]=[CH:21][N:20]([CH3:23])[N:19]=5)[CH:14]=[CH:15][C:10]=4[N:9]=[C:8]3[C@H:24]3[CH2:29][CH2:28][CH2:27][CH2:26][C@H:25]3[C:30]([OH:32])=[O:31])=[CH:4][CH:3]=2)[CH2:37]1. Reported procedure: The title compound was prepared from racemic cis-2-(1-(4-bromobenzyl)-6-((1-methyl-1H-pyrazol-3-yl)methoxy)-1H-benzo[d]imidazol-2-yl)cyclohexanecarboxylic acid using analogous conditions to Example 152 using 3,3-difluoroazetidine. MS (ESI): mass calcd. for C29H31F2N5O3, 535.24; m/z found, 536.3 [M+H]+. 1H NMR (500 MHz, CD3OD) δ 7.52 (d, J=9.6, 2H), 7.04 (d, J=8.2, 2H), 6.96 (s, 1H), 6.91 (d, J=8.8, 1H), 6.52 (d, J=8.3, 2H), 6.26 (s, 1H), 5.44 (d, J=16.5, 1H), 5.38 (d, J=16.4, 1H), 4.99 (s, 2H), ... The reactants are [BH3-]C#N.[Na+] (NaCNBH3), OS(=O)(=O)O (H2SO4), [N+](=O)([O-])C1=CC=C(C=C1)N1N=C(C=C1N)C(C)(C)C (1-(4′-nitrophenyl)-3-t-butyl-5-aminopyrazole), C=O (formaldehyde), [BH3-]C#N.[Na+] (NaCNBH3). The solvent is CO (MeOH), C(C)(=O)O (Acetic acid). Conditions: time 30 minute. Yields the product [N+](=O)([O-])C1=CC=C(C=C1)N1N=C(C=C1N(C)C)C(C)(C)C (1-(4′-nitrophenyl)-3-t-butyl-5-dimethylaminopyrazole). Isolated yield 92.0%. RXN SMILES: [N+:1]([C:4]1[CH:9]=[CH:8][C:7]([N:10]2[C:14](N)=[CH:13][C:12]([C:16]([CH3:19])([CH3:18])[CH3:17])=[N:11]2)=[CH:6][CH:5]=1)([O-:3])=[O:2].[CH2:20]=O.[BH3-][C:23]#[N:24].[Na+].OS(O)(=O)=O>CO.C(O)(=O)C>[N+:1]([C:4]1[CH:9]=[CH:8][C:7]([N:10]2[C:14]([N:24]([CH3:23])[CH3:20])=[CH:13][C:12]([C:16]([CH3:19])([CH3:18])[CH3:17])=[N:11]2)=[CH:6][CH:5]=1)([O-:3])=[O:2] |f:2.3|. Procedure details: A mixture of 1-(4′-nitrophenyl)-3-t-butyl-5-aminopyrazole (I mmol) and formaldehyde (10 mmol, 37% w/w in H2O) in MeOH (7.5 mL) was stirred at rt for 30 minutes. Acetic acid (2.5 mL) and NaCNBH3 (2 mmol) were added, and after 1 hour additional NaCNBH3 (2 mmol) was added. After 1 hour, 1N H2SO4 was added, the solvent was removed and the residue was neutralized with NaHCO3. The solid product was collected by filtration, washed with water and dried to give 1-(4′-nitrophenyl)-3-t-butyl-5-dimethylamin... Starting materials: C(#N)[BH3-].[Na+] (sodium cyanoborohydride), O=C(C(=O)OC(C)(C)C)CCC1=CC=CC=C1 (t-butyl 2-oxo-4-phenylbutyrate), C(C1=CC=CC=C1)OC(=O)C(C)N1C([C@H](CCCC1)NC(CCC1=CC=CC=C1)C(=O)OCC)=O (1-(1-Benzyloxycarbonylethyl)-3-(S)-[(1-ethoxycarbonyl-3-phenylpropyl)amino]perhydroazepin-2-one), C(C)(=O)[O-].[Na+] (sodium acetate). The solvent is C(C)O (ethanol), C(C)O (ethanol). Run at time 8 hour. The product is C(C1=CC=CC=C1)OC(=O)C(C)N1C([C@H](CCCC1)NC(CCC1=CC=CC=C1)C(=O)OC(C)(C)C)=O (1-(1-benzyloxycarbonylethyl)-3-(S)-(1-t-butoxycarbonyl-3-phenylpropyl)aminoperhydroazepin-2-one). RXN SMILES: C([BH3-])#N.[Na+].O=[C:6]([CH2:14][CH2:15][C:16]1[CH:21]=[CH:20][CH:19]=[CH:18][CH:17]=1)[C:7]([O:9][C:10]([CH3:13])([CH3:12])[CH3:11])=[O:8].[CH2:22]([O:29][C:30]([CH:32]([N:34]1[CH2:40][CH2:39][CH2:38][CH2:37][C@H:36]([NH:41]C(C(OCC)=O)CCC2C=CC=CC=2)[C:35]1=[O:56])[CH3:33])=[O:31])[C:23]1[CH:28]=[CH:27][CH:26]=[CH:25][CH:24]=1.C([O-])(=O)C.[Na+]>C(O)C>[CH2:22]([O:29][C:30]([CH:32]([N:34]1[CH2:40][CH2:39][CH2:38][CH2:37][C@H:36]([NH:41][CH:6]([C:7]([O:9][C:10]([CH3:13])([CH3:12])[CH3:11])=[O:8])[CH2:14][CH2:15][C:16]2[CH:21]=[CH:20][CH:19]=[CH:18][CH:17]=2)[C:35]1=[O:56])[CH3:33])=[O:31])[C:23]1[CH:28]=[CH:27][CH:26]=[CH:25][CH:24]=1 |f:0.1,4.5|. Procedure details: A solution of 490 mg sodium cyanoborohydride in 3 ml ethanol is added over 2.5 hrs to a solution of 2.43 g t-butyl 2-oxo-4-phenylbutyrate, 850 mg 1-(1-benzyloxycarbonylethyl)-3-(S)-aminoperhydroazepin-2-one hydrochloride (from Isomer A, Example 24) and 267 mg sodium acetate in 10 ml ethanol. The reaction is stirred at room temperature overnight, filtered and concentrated. The residue is partitioned between ethyl acetate and 5% sodium bicarbonate. After drying, concentration of the organic phase ... Starting materials: Cl (hydrochloric acid), Cl (hydrochloric acid), O (water), O=C1OCC(=C1)SCC=1CS[C@H]2N(C1C(=O)OC(C1=CC=CC=C1)C1=CC=CC=C1)C([C@H]2NC(\C(=N/OC(C2=CC=CC=C2)(C2=CC=CC=C2)C2=CC=CC=C2)\C=2N=C(SC2)NC(C2=CC=CC=C2)(C2=CC=CC=C2)C2=CC=CC=C2)=O)=O (Diphenylmethyl 3-(2,5-dihydro-2-oxofuran-4-ylthiomethyl)-7β-[2-(2-tritylaminothiazol-4-yl)-2-(Z)-trityloxyiminoacetamido]ceph-3-em-4-carboxylate). Reported procedure: Diphenylmethyl 3-(2,5-dihydro-2-oxofuran-4-ylthiomethyl)-7β-[2-(2-tritylaminothiazol-4-yl)-2-(Z)-trityloxyiminoacetamido]ceph-3-em-4-carboxylate (744 mg) was dissolved in 98-100% formic acid (13 ml) and 1N hydrochloric acid (0.65 ml) and water (0.65 ml) were added. The mixture was stirred at room temperature for 30 mins and then concentrated hydrochloric acid (0.52 ml) was added. After stirring for a further hour the solvents were removed on a rotary evaporator. A mixture of toluene and tetrahyd... The solvent is C(=O)O (formic acid). Product: NC=1SC=C(N1)/C(/C(=O)N[C@H]1[C@@H]2N(C(=C(CS2)CSC2=CC(OC2)=O)C(=O)O)C1=O)=N/O (7β-[2-(2-Aminothiazol-4-yl)-2-(Z)-hydroxyiminoacetamido]-3-(2,5-dihydro-2-oxofuran-4-ylthiomethyl)ceph-3-em-4-carboxylic acid). Isolated yield 39.7%. RXN SMILES: [O:1]=[C:2]1[CH:6]=[C:5]([S:7][CH2:8][C:9]2[CH2:10][S:11][C@@H:12]3[C@H:32]([NH:33][C:34](=[O:82])/[C:35](/[C:57]4[N:58]=[C:59]([NH:62]C(C5C=CC=CC=5)(C5C=CC=CC=5)C5C=CC=CC=5)[S:60][CH:61]=4)=[N:36]\[O:37]C(C4C=CC=CC=4)(C4C=CC=CC=4)C4C=CC=CC=4)[C:31](=[O:83])[N:13]3[C:14]=2[C:15]([O:17]C(C2C=CC=CC=2)C2C=CC=CC=2)=[O:16])[CH2:4][O:3]1.Cl.O>C(O)=O>[NH2:62][C:59]1[S:60][CH:61]=[C:57](/[C:35](=[N:36]/[OH:37])/[C:34]([NH:33][C@@H:32]2[C:31](=[O:83])[N:13]3[C:14]([C:15]([OH:17])=[O:16])=[C:9]([CH2:8][S:7][C:5]4[CH2:4][O:3][C:2](=[O:1])[CH:6]=4)[CH2:10][S:11][C@H:12]23)=[O:82])[N:58]=1. Reaction conditions: time 30 minute.